From a dataset of the Open Reaction Database (ORD), a public repository of structured organic reaction records. describe an organic reaction: reactants, conditions, products, and yield Starting materials: FC(C=1C=C(CN2C(O[C@H]([C@@H]2C)C2=C(C=CC(=C2)C(F)(F)F)I)=O)C=C(C1)C(F)(F)F)(F)F ((4S,5S)-3-[3,5-bis(trifluoromethyl)benzyl]-5-[2-iodo-5-(trifluoromethyl)phenyl]-4-methyl-1,3-oxazolidin-2-one), C(C)(C)C=1C=CC(=C(C1)B(O)O)OC ((5-isopropyl-2-methoxyphenyl)boronic acid). Yields the product FC(C=1C=C(CN2C(O[C@H]([C@@H]2C)C2=C(C=CC(=C2)C(F)(F)F)C2=C(C=CC(=C2)C(C)C)OC)=O)C=C(C1)C(F)(F)F)(F)F ((4S,5S)-3-[3,5-bis(trifluoromethyl)benzyl]-5-[5′-isopropyl-2′-methoxy-4-(trifluoromethyl)biphenyl-2-yl]-4-methyl-1,3-oxazolidin-2-one). Reaction SMILES: [F:1][C:2]([F:33])([F:32])[C:3]1[CH:4]=[C:5]([CH:25]=[C:26]([C:28]([F:31])([F:30])[F:29])[CH:27]=1)[CH2:6][N:7]1[C@@H:11]([CH3:12])[C@H:10]([C:13]2[CH:18]=[C:17]([C:19]([F:22])([F:21])[F:20])[CH:16]=[CH:15][C:14]=2I)[O:9][C:8]1=[O:24].[CH:34]([C:37]1[CH:38]=[CH:39][C:40]([O:46][CH3:47])=[C:41](B(O)O)[CH:42]=1)([CH3:36])[CH3:35]>>[F:1][C:2]([F:33])([F:32])[C:3]1[CH:4]=[C:5]([CH:25]=[C:26]([C:28]([F:31])([F:30])[F:29])[CH:27]=1)[CH2:6][N:7]1[C@@H:11]([CH3:12])[C@H:10]([C:13]2[CH:18]=[C:17]([C:19]([F:22])([F:21])[F:20])[CH:16]=[CH:15][C:14]=2[C:41]2[CH:42]=[C:37]([CH:34]([CH3:36])[CH3:35])[CH:38]=[CH:39][C:40]=2[O:46][CH3:47])[O:9][C:8]1=[O:24]. Procedure: Following the procedure described in EXAMPLE 81, 40 mg of (4S,5S)-3-[3,5-bis(trifluoromethyl)benzyl]-5-[2-iodo-5-(trifluoromethyl)phenyl]-4-methyl-1,3-oxazolidin-2-one and 17 mg of (5-isopropyl-2-methoxyphenyl)boronic acid gave the title compound. Mass spectrum (ESI) 620.4 (M+1). 1H NMR signals are doubled because of atropoisomerism. 1H NMR (500 MHz, CDCl3): δ 7.53-7.80 (m, 5H), 7.33 (d, J=8 Hz, 1H), 7.21-7.29 (m, 1H), 7.00, 6.76 (d, J=2.5 Hz, 1H), 6.91, 6.86 (d, J=8.5 Hz, 0.4H), 5.15, 5.10 (d, ... Reactants: COC(=O)C1N(C(C2=CC=CC=C12)C(=O)OC)CCNC(=O)OC(C)(C)C (1,3-Dihydro-2-[2-[N-(1,1-dimethylethoxycarbonyl)amino]ethyl]-2H-isoindole-1,3-dicarboxylic Acid Dimethyl Ester), Cl (hydrochloric acid). Run in C(C)(=O)OCC (ethyl acetate). Yields the product COC(=O)C1N2C(C3=CC=CC=C13)C(NCC2)=O (1,2,3,4,6,10b-Hexahydro-1-oxo-pyrazino[2,1-a]isoindole-6-carboxylic Acid Methyl Ester). Reaction SMILES: [CH3:1][O:2][C:3]([CH:5]1[C:13]2[C:8](=[CH:9][CH:10]=[CH:11][CH:12]=2)[CH:7](C(OC)=O)[N:6]1[CH2:18][CH2:19][NH:20][C:21]([O:23]C(C)(C)C)=O)=[O:4].Cl>C(OCC)(=O)C>[CH3:1][O:2][C:3]([CH:5]1[C:13]2[C:8](=[CH:9][CH:10]=[CH:11][CH:12]=2)[CH:7]2[C:21](=[O:23])[NH:20][CH2:19][CH2:18][N:6]12)=[O:4]. Procedure details: A mixture of 1,3-dihydro-2-[2-[N-(1,1-dimethylethoxycarbonyl)amino]ethyl]-2H-isoindole-1,3-dicarboxylic acid dimethyl ester (1.5 g, described in Example 23), 25% hydrochloric acid (3 ml) and ethyl acetate (30 ml) is refluxed for 2 hr and evaporated. Water (20 ml) is added and the solution is extracted with chloroform. The chloroform extract is evaporated and the residue is chromatographed on silica gel using methanol-chloroform (1:49). The eluate is evaporated and the residue (0.45 g) is crystal... Reactants: CCN(C(C)C)C(C)C (DIPEA), C(CCC)OC1=NC(=C2N=C(N(C2=N1)CC1CCNCC1)OC)N (2-(Butyloxy)-8-(methyloxy)-9-(4-piperidinylmethyl)-9H-purin-6-amine), CCN(C(C)C)C(C)C (DIPEA), C(CCC)OC1=NC(=C2N=C(N(C2=N1)CC1CCNCC1)OC)N (2-(Butyloxy)-8-(methyloxy)-9-(4-piperidinylmethyl)-9H-purin-6-amine), BrCCO (2-bromoethanol). The solvent is CS(=O)C (DMSO), CN(C)C=O (DMF). Conditions: temperature 50 celsius, time 18 hour. Yields the product NC1=C2NC(N(C2=NC(=N1)OCCCC)CC1CCN(CC1)CCO)=O (6-Amino-2-(butyloxy)-9-{[1-(2-hydroxyethyl)-4-piperidinyl]methyl}-7,9-dihydro-8H-purin-8-one). As a reaction SMILES: [CH2:1]([O:5][C:6]1[N:14]=[C:13]2[C:9]([N:10]=[C:11]([O:22]C)[N:12]2[CH2:15][CH:16]2CCNCC2)=[C:8]([NH2:24])[N:7]=1)[CH2:2][CH2:3][CH3:4].BrCC[OH:28].[CH3:29][CH2:30][N:31]([CH:35]([CH3:37])C)[CH:32]([CH3:34])C>CN(C=O)C.CS(C)=O>[NH2:24][C:8]1[N:7]=[C:6]([O:5][CH2:1][CH2:2][CH2:3][CH3:4])[N:14]=[C:13]2[C:9]=1[NH:10][C:11](=[O:22])[N:12]2[CH2:15][CH:16]1[CH2:34][CH2:32][N:31]([CH2:30][CH2:29][OH:28])[CH2:35][CH2:37]1. Procedure: 2-(Butyloxy)-8-(methyloxy)-9-(4-piperidinylmethyl)-9H-purin-6-amine (for example, as prepared for Intermediate 28) (0.0335 g, 0.10 mmol) in DMF (0.4 mL) was added to 2-bromoethanol (commercially available, for example, from Aldrich) (0.0085 mL, 0.12 mmol). DIPEA (0.040 mL, 0.23 mmol) was added and the reaction mixture heated at 50° C. for 18 hours. Additional DIPEA (0.040 mL, 0.23 mmol) was added and heating continued for a further 18 hours. The reaction mixture was diluted with DMSO:MeOH (0.25 ... Starting materials: C(Br)(Br)(Br)Br (Carbon tetrabromide), N1=CC=CC=C1 (pyridine), C1(=CC=CC=C1)P(C1=CC=CC=C1)C1=CC=CC=C1 (triphenylphosphine), [N+](=O)([O-])C1=CC=C(C=C1)CCCCO (4-(4-nitrophenyl) butanol). The solvent is C(Cl)Cl (CH2Cl2). Conditions: time 8 hour. The product is [N+](=O)([O-])C1=CC=C(C=C1)CCCCBr (4-(4-nitrophenyl)butyl bromide). Isolated yield 88.8%. Reaction SMILES: [C:1]([Br:5])(Br)(Br)Br.N1C=CC=CC=1.C1(P(C2C=CC=CC=2)C2C=CC=CC=2)C=CC=CC=1.[N+:31]([C:34]1[CH:39]=[CH:38][C:37]([CH2:40][CH2:41][CH2:42]CO)=[CH:36][CH:35]=1)([O-:33])=[O:32]>C(Cl)Cl>[N+:31]([C:34]1[CH:39]=[CH:38][C:37]([CH2:40][CH2:41][CH2:42][CH2:1][Br:5])=[CH:36][CH:35]=1)([O-:33])=[O:32]. Reported procedure: Part A.Carbon tetrabromide (34.01 gm, 102.55 mmol), pyridine (8.3 mL, 102.55 mmol) and triphenylphosphine (25.52 gm, 112.55 mmole) were added sequentially to a solution of 4-(4-nitrophenyl) butanol (20.0 gm, 102.55 mmol) in 400 mL of CH2Cl2 (precooled to 0° C.) and was allowed to stir overnight with warming to room temperature. The volatiles were removed under vacuum and the residue dissolved in ethyl acetate, filtered through a plug of silica and concentrated to dryness. The resulting oil was p... Starting materials: ClC1=CC=C(C(=S)N)C=C1 (4-chlorothiobenzamide), ClC1=CC=C(C(=S)N)C=C1 (4-chlorothiobenzamide), ClCC(=O)CCl (1,3 dichloroacetone). Run in CC(=O)C (acetone). Conditions: time 1 day. Product: Cl.ClCC(CSC(C1=CC=C(C=C1)Cl)=N)=O (4-chlorothiobenzimidic acid-3-chloroacetonyl ester hydrochloride). As a reaction SMILES: [Cl:1][C:2]1[CH:10]=[CH:9][C:5]([C:6]([NH2:8])=[S:7])=[CH:4][CH:3]=1.[Cl:11][CH2:12][C:13]([CH2:15]Cl)=[O:14]>CC(C)=O>[ClH:1].[Cl:11][CH2:12][C:13](=[O:14])[CH2:15][S:7][C:6](=[NH:8])[C:5]1[CH:9]=[CH:10][C:2]([Cl:1])=[CH:3][CH:4]=1 |f:3.4|. Procedure: 8.58 g (50 mmol) of the 4-chlorothiobenzamide obtained in (a) were dissolved in 35 ml acetone, 6.35 g (50 mmol) of 1,3 dichloroacetone were added and left to stand for 1 day at room temperature. The crystallate was drawn off, washed with acetone and dried. Starting materials: [Li]CCCC, CCCCCC, [Cl-], OCCCCCl, [NH4+], c1ccoc1, [Li]c1ccco1. Product: OC(CCCCl)c1ccco1. As a reaction SMILES: [CH2:7]([Li:8])[CH2:9][CH2:10][CH3:11].[CH3:25][CH2:26][CH2:27][CH2:28][CH2:29][CH3:30].[Cl-:23].[Cl:17][CH2:18][CH2:19][CH2:20][CH2:21][OH:22].[NH4+:24].[cH:12]1[cH:13][o:14][cH:15][cH:16]1.[o:1]1[c:2]([Li:6])[cH:3][cH:4][cH:5]1>>[o:1]1[c:2]([CH:21]([CH2:20][CH2:19][CH2:18][Cl:17])[OH:22])[cH:3][cH:4][cH:5]1. Starting materials: CC1(C)CC(c2cc(-c3nccs3)ccc2N2CCN(C(=O)OC(C)(C)C)CC2)CC(C)(C)C1, CCOC(C)=O, ClCCl, [Na+], [OH-], O, O=C(O)C(F)(F)F. The product is CC1(C)CC(c2cc(-c3nccs3)ccc2N2CCNCC2)CC(C)(C)C1. RXN SMILES: [C:1]([O:2][C:3](=[O:4])[N:8]1[CH2:9][CH2:10][N:11]([c:14]2[c:15]([CH:25]3[CH2:26][C:27]([CH3:33])([CH3:34])[CH2:28][C:29]([CH3:31])([CH3:32])[CH2:30]3)[cH:16][c:17](-[c:20]3[s:21][cH:22][cH:23][n:24]3)[cH:18][cH:19]2)[CH2:12][CH2:13]1)([CH3:5])([CH3:6])[CH3:7].[CH3:48][CH2:49][O:50][C:51](=[O:52])[CH3:53].[Cl:42][CH2:43][Cl:44].[Na+:46].[OH-:45].[OH2:47].[OH:35][C:36]([C:37]([F:38])([F:39])[F:40])=[O:41]>>[NH:8]1[CH2:9][CH2:10][N:11]([c:14]2[c:15]([CH:25]3[CH2:26][C:27]([CH3:33])([CH3:34])[CH2:28][C:29]([CH3:31])([CH3:32])[CH2:30]3)[cH:16][c:17](-[c:20]3[s:21][cH:22][cH:23][n:24]3)[cH:18][cH:19]2)[CH2:12][CH2:13]1. Reported procedure: Prepared as in Example 112, using 1-aminoadamantane for the coupling with 2-(2, 5-dimethylpyrrolyl)-6-(4-(carboxymethyl)phenyl)-pyridine followed by deblocking with hydroxylamine hydrochloride and borane methyl sulfide reduction in 89.5% yield, mp 200-220° C. (dec.) as the hydrochloride salt. Yields the product C12(CC3CC(CC(C1)C3)C2)NCCC2=CC=C(C=C2)C2=CC=CC(=N2)N (6-{4-[2-(Adamantan-1-ylamino)-ethyl]-phenyl}-pyridin-2-ylamine). The reactants are NC12CC3CC(CC(C1)C3)C2 (1-aminoadamantane), CSC.B (borane methyl sulfide), [2H]C(Cl)(Cl)Cl.CO[2H] (CDCl3 MeOD), CC=1NC(=CC1C1=NC(=CC=C1)C1=CC=C(C=C1)CC(=O)O)C (2-(2, 5-dimethylpyrrolyl)-6-(4-(carboxymethyl)phenyl)-pyridine), Cl.NO (hydroxylamine hydrochloride). The yield is 89.5%. As a reaction SMILES: [NH2:1][C:2]12[CH2:11][CH:6]3[CH2:7][CH:8]([CH2:10][CH:4]([CH2:5]3)[CH2:3]1)[CH2:9]2.CC1NC(C)=CC=1[C:18]1[CH:23]=[CH:22][CH:21]=[C:20]([C:24]2[CH:29]=[CH:28][C:27]([CH2:30][C:31](O)=O)=[CH:26][CH:25]=2)[N:19]=1.Cl.[NH2:36]O.CSC.B.[2H]C(Cl)(Cl)Cl.CO[2H]>>[C:2]12([NH:1][CH2:31][CH2:30][C:27]3[CH:28]=[CH:29][C:24]([C:20]4[N:19]=[C:18]([NH2:36])[CH:23]=[CH:22][CH:21]=4)=[CH:25][CH:26]=3)[CH2:3][CH:4]3[CH2:10][CH:8]([CH2:7][CH:6]([CH2:5]3)[CH2:11]1)[CH2:9]2 |f:2.3,4.5,6.7|. The reactants are C(C)(C)(C)OC(=O)NCCC(=O)O (N-(t-butoxycarbonyl)-β-alanine), C(C1=CC=CC=C1)OC([C@@H](NC([C@@H](N)CC(=O)OCC1=CC=CC=C1)=O)CC1=CC=CC=C1)=O (N-[3-[(benzyloxy)-carbonyl]-L-alanyl]-3-phenyl-L-alanine benzyl ester). Yields the product C(C1=CC=CC=C1)OC([C@@H](NC([C@@H](NC(CCNC(=O)OC(C)(C)C)=O)CC(=O)OCC1=CC=CC=C1)=O)CC1=CC=CC=C1)=O (N-[3-[(benzyloxy)carbonyl]-N-[N-(t-butoxycarbonyl)-β-alanyl]-L-alanyl]-3-phenyl-L-alanine benzyl ester). As a reaction SMILES: [C:1]([O:5][C:6]([NH:8][CH2:9][CH2:10][C:11]([OH:13])=O)=[O:7])([CH3:4])([CH3:3])[CH3:2].[CH2:14]([O:21][C:22](=[O:47])[C@H:23]([CH2:40][C:41]1[CH:46]=[CH:45][CH:44]=[CH:43][CH:42]=1)[NH:24][C:25](=[O:39])[C@H:26]([CH2:28][C:29]([O:31][CH2:32][C:33]1[CH:38]=[CH:37][CH:36]=[CH:35][CH:34]=1)=[O:30])[NH2:27])[C:15]1[CH:20]=[CH:19][CH:18]=[CH:17][CH:16]=1>>[CH2:14]([O:21][C:22](=[O:47])[C@H:23]([CH2:40][C:41]1[CH:42]=[CH:43][CH:44]=[CH:45][CH:46]=1)[NH:24][C:25](=[O:39])[C@H:26]([CH2:28][C:29]([O:31][CH2:32][C:33]1[CH:38]=[CH:37][CH:36]=[CH:35][CH:34]=1)=[O:30])[NH:27][C:11](=[O:13])[CH2:10][CH2:9][NH:8][C:6]([O:5][C:1]([CH3:2])([CH3:3])[CH3:4])=[O:7])[C:15]1[CH:16]=[CH:17][CH:18]=[CH:19][CH:20]=1. Procedure: N-(t-butoxycarbonyl)-β-alanine was coupled with N-[3-[(benzyloxy)-carbonyl]-L-alanyl]-3-phenyl-L-alanine benzyl ester to give N-[3-[(benzyloxy)carbonyl]-N-[N-(t-butoxycarbonyl)-β-alanyl]-L-alanyl]-3-phenyl-L-alanine benzyl ester, m.p. 124°-125° C. The reactants are COC1=CC=C(C=C1)CC(C(CC)=O)C(CC)=O (4-(4-methoxyphenylmethyl)-3,5-heptanedione), Cl.NO (hydroxylamine hydrochloride). Solvent: N1=CC=CC=C1 (pyridine). The product is C(C)C1=NOC(=C1CC1=CC=C(C=C1)OC)CC (3,5-Diethyl-4-[(4-methoxyphenyl)methyl]isoxazole), ( b ). RXN SMILES: [CH3:1][O:2][C:3]1[CH:8]=[CH:7][C:6]([CH2:9][CH:10]([C:15](=O)[CH2:16][CH3:17])[C:11](=[O:14])[CH2:12][CH3:13])=[CH:5][CH:4]=1.Cl.[NH2:20]O>N1C=CC=CC=1>[CH2:16]([C:15]1[C:10]([CH2:9][C:6]2[CH:7]=[CH:8][C:3]([O:2][CH3:1])=[CH:4][CH:5]=2)=[C:11]([CH2:12][CH3:13])[O:14][N:20]=1)[CH3:17] |f:1.2|. Reported procedure: 3,5-Diethyl-4-[(4-methoxyphenyl)methyl]isoxazole [I; Ar is 4-CH3OC6H4, Y is CH2, R is C2H5 ] was prepared from 41.1 g. of 4-(4-methoxyphenylmethyl)-3,5-heptanedione and 12.0 g. of hydroxylamine hydrochloride in 100 ml. of pyridine according to the procedure of Example 2, part (b), and was obtained in the form of a colorless oil, b.p. 145°-146° C. (0.1 mm.); MIC=25 μg/ml (herpes 2).